This data is from the Open Reaction Database (ORD), a public repository of structured organic reaction records. The task is: describe an organic reaction: reactants, conditions, products, and yield The product is C(#N)[C@@H]1CSCC2=C(C(OCCCCC(N1)=O)=O)C(=C(C=C2O)OC)C ((R)-4-cyano-16-hydroxy-14-methoxy-13-methyl-1,3,4,5,6,7,8,9,10,12-decahydro-11,2,5-benzoxathiaazacyclotetradecin-6,12-dione). Run at temperature 20 celsius, time 15 minute. Reactants: C(C)(=O)OCC (Ethyl acetate), OC1=CC(=C(C=2C(OCCCCC(N[C@@H](CSCC21)C(=O)N)=O)=O)C)OC ((R)-16-hydroxy-14-methoxy-13-methyl-6,12-dioxo-1,3,4,5,6,7,8,9,10, 12-decahydro-11,2,5-benzoxathiaazacyclotetradecine-4-carboxylic acid amide), FC(C(=O)OC(C(F)(F)F)=O)(F)F (trifluoroacetic acid anhydride), N1=CC=CC=C1 (pyridine). Reaction SMILES: [OH:1][C:2]1[C:19]2[CH2:18][S:17][CH2:16][C@@H:15]([C:20]([NH2:22])=O)[NH:14][C:13](=[O:23])[CH2:12][CH2:11][CH2:10][CH2:9][O:8][C:7](=[O:24])[C:6]=2[C:5]([CH3:25])=[C:4]([O:26][CH3:27])[CH:3]=1.N1C=CC=CC=1.FC(F)(F)C(OC(=O)C(F)(F)F)=O.C(OCC)(=O)C>O1CCOCC1>[C:20]([C@H:15]1[NH:14][C:13](=[O:23])[CH2:12][CH2:11][CH2:10][CH2:9][O:8][C:7](=[O:24])[C:6]2[C:5]([CH3:25])=[C:4]([O:26][CH3:27])[CH:3]=[C:2]([OH:1])[C:19]=2[CH2:18][S:17][CH2:16]1)#[N:22]. Reported procedure: To a solution of 60 mg of the product of Example 68 in 1.2 ml of dioxane were added at 0° C. 36 mg of pyridine and 95 mg of trifluoroacetic acid anhydride. The mixture was allowed to warm to 20° C. within 5 min and stirring was continued for 15 min at 20° C. Ethyl acetate was added and the mixture Was washed successively with 1N hydrochloric acid, 5% sodium carbonate solution and brine. The organic layer was dried over sodium sulfate and the solvent was evaporated in vacuo. The solid residue was... The yield is 36.7%. Solvent: O1CCOCC1 (dioxane). Starting materials: COc1ccc(B(O)O)cc1, CN1C(=O)CCC2(C)c3ccc(Br)cc3CCC12, Cc1ccccc1, ClCCl, [Na+], [Na+], O=C([O-])[O-], [Pd], c1ccc(P(c2ccccc2)c2ccccc2)cc1, c1ccc(P(c2ccccc2)c2ccccc2)cc1, c1ccc(P(c2ccccc2)c2ccccc2)cc1, c1ccc(P(c2ccccc2)c2ccccc2)cc1. Product: COc1ccc(-c2ccc3c(c2)CCC2N(C)C(=O)CCC32C)cc1. As a reaction SMILES: [CH3:19][O:20][c:21]1[cH:22][cH:23][c:24]([B:27]([OH:28])[OH:29])[cH:25][cH:26]1.[CH3:1][N:2]1[C:3](=[O:18])[CH2:4][CH2:5][C:6]2([CH3:17])[c:7]3[c:8]([cH:12][c:13]([Br:16])[cH:14][cH:15]3)[CH2:9][CH2:10][CH:11]12.[CH3:36][c:37]1[cH:38][cH:39][cH:40][cH:41][cH:42]1.[Cl:43][CH2:44][Cl:45].[Na+:30].[Na+:31].[O-:32][C:33](=[O:34])[O-:35].[Pd:46].[c:104]1([P:105]([c:106]2[cH:107][cH:108][cH:109][cH:110][cH:111]2)[c:112]2[cH:113][cH:114][cH:115][cH:116][cH:117]2)[cH:118][cH:119][cH:120][cH:121][cH:122]1.[c:47]1([P:48]([c:49]2[cH:50][cH:51][cH:52][cH:53][cH:54]2)[c:55]2[cH:56][cH:57][cH:58][cH:59][cH:60]2)[cH:61][cH:62][cH:63][cH:64][cH:65]1.[c:66]1([P:67]([c:68]2[cH:69][cH:70][cH:71][cH:72][cH:73]2)[c:74]2[cH:75][cH:76][cH:77][cH:78][cH:79]2)[cH:80][cH:81][cH:82][cH:83][cH:84]1.[c:85]1([P:86]([c:87]2[cH:88][cH:89][cH:90][cH:91][cH:92]2)[c:93]2[cH:94][cH:95][cH:96][cH:97][cH:98]2)[cH:99][cH:100][cH:101][cH:102][cH:103]1>>[CH3:1][N:2]1[C:3](=[O:18])[CH2:4][CH2:5][C:6]2([CH3:17])[c:7]3[c:8]([cH:12][c:13](-[c:24]4[cH:23][cH:22][c:21]([O:20][CH3:19])[cH:26][cH:25]4)[cH:14][cH:15]3)[CH2:9][CH2:10][CH:11]12.